From a dataset of the Open Reaction Database (ORD), a public repository of structured organic reaction records. describe an organic reaction: reactants, conditions, products, and yield The reactants are Clc1ccc(Br)cc1, [Cl-], [Mg], [NH4+], CC(OC1CCCCO1)C(=O)N1CCOCC1, C1CCOC1, O. Yields the product CC(OC1CCCCO1)C(=O)c1ccc(Cl)cc1. Reaction SMILES: [Br:1][c:2]1[cH:3][cH:4][c:5]([Cl:8])[cH:6][cH:7]1.[Cl-:27].[Mg:9].[NH4+:28].[O:10]1[CH:11]([O:16][CH:17]([C:18](=[O:19])[N:20]2[CH2:21][CH2:22][O:23][CH2:24][CH2:25]2)[CH3:26])[CH2:12][CH2:13][CH2:14][CH2:15]1.[O:29]1[CH2:30][CH2:31][CH2:32][CH2:33]1.[OH2:34]>>[c:2]1([C:18]([CH:17]([O:16][CH:11]2[O:10][CH2:15][CH2:14][CH2:13][CH2:12]2)[CH3:26])=[O:19])[cH:3][cH:4][c:5]([Cl:8])[cH:6][cH:7]1.